Task: describe an organic reaction: reactants, conditions, products, and yield. Dataset: the Open Reaction Database (ORD), a public repository of structured organic reaction records Starting materials: [N+](=O)([O-])C1=CC=C(C=C1)SC1=CC2=CC=CC=C2C=C1 (2-(4-nitrophenylthio)naphthalene), C(C)(=O)OCC (ethyl acetate). Reagents/catalysts: [Pd] (Pd/C). Run in C(C)O (ethanol). Yields the product NC1=CC=C(C=C1)SC1=CC2=CC=CC=C2C=C1 (2-(4-aminophenylthio)naphthalene). Isolated yield 0.0%. RXN SMILES: [N+:1]([C:4]1[CH:9]=[CH:8][C:7]([S:10][C:11]2[CH:20]=[CH:19][C:18]3[C:13](=[CH:14][CH:15]=[CH:16][CH:17]=3)[CH:12]=2)=[CH:6][CH:5]=1)([O-])=O.C(OCC)(=O)C>C(O)C.[Pd]>[NH2:1][C:4]1[CH:9]=[CH:8][C:7]([S:10][C:11]2[CH:20]=[CH:19][C:18]3[C:13](=[CH:14][CH:15]=[CH:16][CH:17]=3)[CH:12]=2)=[CH:6][CH:5]=1. Procedure: 2-(4-nitrophenylthio)naphthalene (9.2 moles, 2.6 g) was dissolved in 50 ml ethanol and 20 ml ethyl acetate and hydrogenated for 16 hrs at room temperature over 1.0 g 5% Pd/C. The solution was filtered through celite and concentrated to yield 2-(4-aminophenylthio)naphthalene 1.1 g, 47%. The reactants are BrC=1C=C2C(=NC1CO)N=C(N2)CCCC (6-bromo-2-butyl-5-hydroxymethyl-1H-imidazo[4,5-b]pyridine), [H][H] (hydrogen). The reagents and catalysts are [Pd] (palladium). Solvent: C(C)O (ethanol). Yields the product C(CCC)C=1NC=2C(=NC(=CC2)CO)N1 (2-butyl-5-hydroxymethyl-1H-imidazo[4,5-b]pyridine). Yield: 92.5%. As a reaction SMILES: Br[C:2]1[CH:3]=[C:4]2[NH:12][C:11]([CH2:13][CH2:14][CH2:15][CH3:16])=[N:10][C:5]2=[N:6][C:7]=1[CH2:8][OH:9].[H][H]>C(O)C.[Pd]>[CH2:13]([C:11]1[NH:12][C:4]2[C:5]([N:10]=1)=[N:6][C:7]([CH2:8][OH:9])=[CH:2][CH:3]=2)[CH2:14][CH2:15][CH3:16]. Reported procedure: 0.25 g(0.00088 mole) of 6-bromo-2-butyl-5-hydroxymethyl-1H-imidazo[4,5-b]pyridine obtained in step 6 of Example 1 was dissolved in 10 ml of ethanol and to the resulting solution was added 0.03 g of 10% palladium/activated carbon. The resultant was reacted at room temperature for 3 hours under about 3 atm of hydrogen using a hydrogenation apparatus. The reaction solution was filtered through Cellite with washing with 10% methanol/ethyl acetate(10 ml×3) and concentrated under reduced pressure to o... The reactants are CCI, CC(C)=O, Oc1c(Cl)ccc2c3ccncc3n(Cl)c12, [K+], [K+], O=C([O-])[O-]. Yields the product CCOc1c(Cl)ccc2c3ccncc3n(Cl)c12. Reaction SMILES: [CH2:23]([CH3:24])[I:25].[CH3:26][C:27](=[O:28])[CH3:29].[Cl:1][c:2]1[cH:3][cH:4][c:5]2[c:6]3[cH:7][cH:8][n:9][cH:10][c:11]3[n:12]([Cl:16])[c:13]2[c:14]1[OH:15].[K+:17].[K+:18].[O-:19][C:20]([O-:21])=[O:22]>>[Cl:1][c:2]1[cH:3][cH:4][c:5]2[c:6]3[cH:7][cH:8][n:9][cH:10][c:11]3[n:12]([Cl:16])[c:13]2[c:14]1[O:15][CH2:23][CH3:24]. Reactants: C(C1=CC=CC=C1)N1CC(CC1)N1N=NC(=C1C)C (N-benzyl-3-(4 , 5-dimethyl-1,2,3-triazol-1-yl) pyrrolidine), Cl (hydrochloric acid). Reagents/catalysts: [Pd] (Pd/C). Solvent: CO (methanol). Product: Cl.CC=1N=NN(C1C)C1CNCC1 (3-(4,5-Dimethyl-1,2,3-triazol-1-yl)pyrrolidine hydrochloride). RXN SMILES: C([N:8]1[CH2:12][CH2:11][CH:10]([N:13]2[C:17]([CH3:18])=[C:16]([CH3:19])[N:15]=[N:14]2)[CH2:9]1)C1C=CC=CC=1.[ClH:20]>CO.[Pd]>[ClH:20].[CH3:19][C:16]1[N:15]=[N:14][N:13]([CH:10]2[CH2:11][CH2:12][NH:8][CH2:9]2)[C:17]=1[CH3:18] |f:4.5|. Procedure details: 10% Pd/C (0.5 g) was added to a solution of 0.86 g of N-benzyl-3-(4 , 5-dimethyl-1,2,3-triazol-1-yl) pyrrolidine in 50 ml of methanol, and 2 ml of 1N hydrochloric acid. The suspension was then hydrogenated at 50 psi pressure overnight. The Pd/C was removed by filtration through celite and the supernatant was evaporated to dryness and crystallized from methanol-ether to yield 0.5 g of the desired product. 1H NMR (D2O) δ: 5.75-5.6 (m, 1H), 4.14-3.9 (m, 2H), 3.8-3.6 (m, 2H), 2.86-2.4 (m, 8H, two si... Starting materials: COC(CN(C)S(=O)(=O)c1cnn(C)c1)OC, Cc1ccccc1, O, O=C(O)C(F)(F)F. Product: CN(CC=O)S(=O)(=O)c1cnn(C)c1. RXN SMILES: [CH3:1][O:2][CH:3]([CH2:4][N:5]([S:6](=[O:7])(=[O:8])[c:9]1[cH:10][n:11][n:12]([CH3:14])[cH:13]1)[CH3:15])[O:16][CH3:17].[CH3:26][c:27]1[cH:28][cH:29][cH:30][cH:31][cH:32]1.[OH2:18].[OH:19][C:20]([C:21]([F:22])([F:23])[F:24])=[O:25]>>[O:2]=[CH:3][CH2:4][N:5]([S:6](=[O:7])(=[O:8])[c:9]1[cH:10][n:11][n:12]([CH3:14])[cH:13]1)[CH3:15]. Starting materials: CC(C)(C)OC(=O)N1CCN(c2ccc(N3CCN(C(=O)OCc4ccccc4)CC3)cc2)c2ccccc21, ClCCl, Cl, [Na+], [Na+], O=C([O-])[O-], C1COCCO1. The product is O=C(OCc1ccccc1)N1CCN(c2ccc(N3CCNc4ccccc43)cc2)CC1. As a reaction SMILES: [C:1]([O:2][C:3](=[O:4])[N:8]1[CH2:9][CH2:10][N:11]([c:18]2[cH:19][cH:20][c:21]([N:24]3[CH2:25][CH2:26][N:27]([C:30](=[O:31])[O:32][CH2:33][c:34]4[cH:35][cH:36][cH:37][cH:38][cH:39]4)[CH2:28][CH2:29]3)[cH:22][cH:23]2)[c:12]2[cH:13][cH:14][cH:15][cH:16][c:17]21)([CH3:5])([CH3:6])[CH3:7].[Cl:47][CH2:48][Cl:49].[ClH:40].[Na+:41].[Na+:42].[O-:43][C:44](=[O:45])[O-:46].[O:50]1[CH2:51][CH2:52][O:53][CH2:54][CH2:55]1>>[NH:8]1[CH2:9][CH2:10][N:11]([c:18]2[cH:19][cH:20][c:21]([N:24]3[CH2:25][CH2:26][N:27]([C:30](=[O:31])[O:32][CH2:33][c:34]4[cH:35][cH:36][cH:37][cH:38][cH:39]4)[CH2:28][CH2:29]3)[cH:22][cH:23]2)[c:12]2[cH:13][cH:14][cH:15][cH:16][c:17]21. Reactants: CS(=O)(=O)C1=CC=C(C=N1)OC=1C=C2C=C(NC2=C(C1)OC1CCOCC1)C=1SC(CN1)CC(=O)O ({2-[5-{[6-(methylsulfonyl)pyridin-3-yl]oxy}-7-(tetrahydro-2H-pyran-4-yloxy)-1H-indol-2-yl]-4,5-dihydro-1,3-thiazol-5-yl}acetic acid), O.ON1N=NC2=C1C=CC=C2 (1-hydroxybenzotriazole monohydrate), Cl.C(C)N=C=NCCCN(C)C (1-ethyl-3-(3-dimethylaminopropyl)carbodiimide hydrochloride), Cl.NCC#N (aminoacetonitrile hydrochloride). Run in CO (methanol), CN(C=O)C (N,N-dimethylformamide), C(C)N(CC)CC (triethylamine), C(C)(=O)OCC (ethyl acetate), O (Water), CCCCCC (hexane). Reaction conditions: time 15 hour. Yields the product C(#N)CNC(CC1CN=C(S1)C=1NC2=C(C=C(C=C2C1)OC=1C=NC(=CC1)S(=O)(=O)C)OC1CCOCC1)=O (N-(Cyanomethyl)-2-{2-[5-{[6-(methylsulfonyl)pyridin-3-yl]oxy}-7-(tetrahydro-2H-pyran-4-yloxy)-1H-indol-2-yl]-4,5-dihydro-1,3-thiazol-5-yl}acetamide). Yield: 64.1%. Reaction SMILES: [CH3:1][S:2]([C:5]1[N:10]=[CH:9][C:8]([O:11][C:12]2[CH:13]=[C:14]3[C:18](=[C:19]([O:21][CH:22]4[CH2:27][CH2:26][O:25][CH2:24][CH2:23]4)[CH:20]=2)[NH:17][C:16]([C:28]2[S:29][CH:30]([CH2:33][C:34](O)=[O:35])[CH2:31][N:32]=2)=[CH:15]3)=[CH:7][CH:6]=1)(=[O:4])=[O:3].O.O[N:39]1[C:43]2C=CC=C[C:42]=2[N:41]=N1.Cl.C(N=C=NCCCN(C)C)C.Cl.NCC#N>CN(C)C=O.CCCCCC.C(OCC)(=O)C.CO.O.C(N(CC)CC)C>[C:43]([CH2:42][NH:41][C:34](=[O:35])[CH2:33][CH:30]1[S:29][C:28]([C:16]2[NH:17][C:18]3[C:14]([CH:15]=2)=[CH:13][C:12]([O:11][C:8]2[CH:9]=[N:10][C:5]([S:2]([CH3:1])(=[O:3])=[O:4])=[CH:6][CH:7]=2)=[CH:20][C:19]=3[O:21][CH:22]2[CH2:23][CH2:24][O:25][CH2:26][CH2:27]2)=[N:32][CH2:31]1)#[N:39] |f:1.2,3.4,5.6|. Procedure: To a solution of {2-[5-{[6-(methylsulfonyl)pyridin-3-yl]oxy}-7-(tetrahydro-2H-pyran-4-yloxy)-1H-indol-2-yl]-4,5-dihydro-1,3-thiazol-5-yl}acetic acid (150 mg) in N,N-dimethylformamide (5 mL) were added 1-hydroxybenzotriazole monohydrate (65 mg), 1-ethyl-3-(3-dimethylaminopropyl)carbodiimide hydrochloride (81 mg), aminoacetonitrile hydrochloride (52 mg), and triethylamine (120 μL), and the mixture was stirred at room temperature for 15 hr. Water was added to the reaction mixture, and the mixture w... Starting materials: N1C[C@@H](CC1)NC(OC(C)(C)C)=O (tert-Butyl (R)-pyrrolidin-3-ylcarbamate), FC1=CC=C(C=C1)[N+](=O)[O-] (4-fluoronitro-benzene). Yields the product [N+](=O)([O-])C1=CC=C(C=C1)N1C[C@@H](CC1)NC(OC(C)(C)C)=O (tert-Butyl (R)-[1-(4-nitrophenyl)pyrrolidin-3-yl]carbamate). Reaction SMILES: [NH:1]1[CH2:5][CH2:4][C@@H:3]([NH:6][C:7](=[O:13])[O:8][C:9]([CH3:12])([CH3:11])[CH3:10])[CH2:2]1.F[C:15]1[CH:20]=[CH:19][C:18]([N+:21]([O-:23])=[O:22])=[CH:17][CH:16]=1>>[N+:21]([C:18]1[CH:19]=[CH:20][C:15]([N:1]2[CH2:5][CH2:4][C@@H:3]([NH:6][C:7](=[O:13])[O:8][C:9]([CH3:10])([CH3:12])[CH3:11])[CH2:2]2)=[CH:16][CH:17]=1)([O-:23])=[O:22]. Procedure details: tert-Butyl (R)-pyrrolidin-3-ylcarbamate was reacted with 4-fluoronitro-benzene by method C. This resulted in the product with the molecular weight of 307.35 (C15H21N3O4); MS (ESI): 308 (M+H+).